This data is from the Open Reaction Database (ORD), a public repository of structured organic reaction records. The task is: describe an organic reaction: reactants, conditions, products, and yield Reactants: NC=1C=CC(=NC1)C1=CC=C2CN(C(C2=C1)=O)[C@H](C(=O)OC)C(C)C ((S)-Methyl 2-(6-(5-aminopyridin-2-yl)-1-oxoisoindolin-2-yl)-3-methylbutanoate), N1=CC=CC=C1 (pyridine), C(C)(C)(C)C1=CC=C(C(=O)Cl)C=C1 (4-tert-butylbenzoyl chloride). The solvent is ClCCl (dichloromethane). Run at time 5 minute. Product: C(C)(C)(C)C1=CC=C(C(=O)NC=2C=CC(=NC2)C2=CC=C3CN(C(C3=C2)=O)[C@H](C(=O)OC)C(C)C)C=C1 ((S)-Methyl 2-(6-(5-(4-tert-butylbenzamido)pyridin-2-yl)-1-oxoisoindolin-2-yl)-3-methylbutanoate). As a reaction SMILES: [NH2:1][C:2]1[CH:3]=[CH:4][C:5]([C:8]2[CH:16]=[C:15]3[C:11]([CH2:12][N:13]([C@@H:18]([CH:23]([CH3:25])[CH3:24])[C:19]([O:21][CH3:22])=[O:20])[C:14]3=[O:17])=[CH:10][CH:9]=2)=[N:6][CH:7]=1.N1C=CC=CC=1.[C:32]([C:36]1[CH:44]=[CH:43][C:39]([C:40](Cl)=[O:41])=[CH:38][CH:37]=1)([CH3:35])([CH3:34])[CH3:33]>ClCCl>[C:32]([C:36]1[CH:37]=[CH:38][C:39]([C:40]([NH:1][C:2]2[CH:3]=[CH:4][C:5]([C:8]3[CH:16]=[C:15]4[C:11]([CH2:12][N:13]([C@@H:18]([CH:23]([CH3:25])[CH3:24])[C:19]([O:21][CH3:22])=[O:20])[C:14]4=[O:17])=[CH:10][CH:9]=3)=[N:6][CH:7]=2)=[O:41])=[CH:43][CH:44]=1)([CH3:35])([CH3:33])[CH3:34]. Procedure: To a solution of compound of example 392 (100 mg, 0.295 mmol) in dichloromethane (3 mL), pyridine (70.53 mg, 0.885 mmol) was added and stirred for 5 min. To the reaction mixture, 4-tert-butylbenzoyl chloride (87.27 mg, 0.443 mmol) was added and stirred for about 16 h. After completion of the reaction, the solvent was evaporated and the crude material obtained was triturated with diethyl ether to obtain the title compound, which was filtered and dried. Starting materials: BrCCOC1CCCCO1, c1ccc(COc2n[nH]cc2-c2ccccc2)cc1, CN(C)C=O, [H-], [Na+], O. Yields the product c1ccc(COc2nn(CCOC3CCCCO3)cc2-c2ccccc2)cc1. As a reaction SMILES: [Br:22][CH2:23][CH2:24][O:25][CH:26]1[O:27][CH2:28][CH2:29][CH2:30][CH2:31]1.[CH2:3]([c:4]1[cH:5][cH:6][cH:7][cH:8][cH:9]1)[O:10][c:11]1[n:12][nH:13][cH:14][c:15]1-[c:16]1[cH:17][cH:18][cH:19][cH:20][cH:21]1.[CH3:33][N:34]([CH3:35])[CH:36]=[O:37].[H-:1].[Na+:2].[OH2:32]>>[CH2:3]([c:4]1[cH:5][cH:6][cH:7][cH:8][cH:9]1)[O:10][c:11]1[n:12][n:13]([CH2:23][CH2:24][O:25][CH:26]2[O:27][CH2:28][CH2:29][CH2:30][CH2:31]2)[cH:14][c:15]1-[c:16]1[cH:17][cH:18][cH:19][cH:20][cH:21]1. Starting materials: C(C1=CC=CC=C1)ON1C(C2=CC=CC=3C2=C(C1=O)C=C(C3)O)=O (2-Benzyloxy-5-hydroxy-benzo[de]isoquinoline-1,3-dione), C(C)(=O)OCCBr (2-bromoethyl acetate), C([O-])([O-])=O.[K+].[K+] (potassium carbonate). Solvent: CC(=O)C (acetone). Yields the product C(C1=CC=CC=C1)ON1C(C2=CC=CC=3C2=C(C1=O)C=C(C3)OCCOC(C)=O)=O (2-benzyloxy-5-(2-acetoxy-ethoxy)-benzo[de]isoquinoline-1,3-dione). The yield is 95.5%. As a reaction SMILES: [CH2:1]([O:8][N:9]1[C:18](=[O:19])[C:17]2[CH:20]=[C:21]([OH:23])[CH:22]=[C:15]3[C:16]=2[C:11](=[CH:12][CH:13]=[CH:14]3)[C:10]1=[O:24])[C:2]1[CH:7]=[CH:6][CH:5]=[CH:4][CH:3]=1.[C:25]([O:28][CH2:29][CH2:30]Br)(=[O:27])[CH3:26].C(=O)([O-])[O-].[K+].[K+]>CC(C)=O>[CH2:1]([O:8][N:9]1[C:18](=[O:19])[C:17]2[CH:20]=[C:21]([O:23][CH2:30][CH2:29][O:28][C:25](=[O:27])[CH3:26])[CH:22]=[C:15]3[C:16]=2[C:11](=[CH:12][CH:13]=[CH:14]3)[C:10]1=[O:24])[C:2]1[CH:7]=[CH:6][CH:5]=[CH:4][CH:3]=1 |f:2.3.4|. Reported procedure: 2-Benzyloxy-5-hydroxy-benzo[de]isoquinoline-1,3-dione (1.0 g, 3.1 mmol), and 2-bromoethyl acetate (1.5 g, 9.0 mmol) were reacted in acetone (50 mL) in presence of potassium carbonate (0.7 g, 5.1 mmol) following the procedure of Example 22 to give 1.2 g of 2-benzyloxy-5-(2-acetoxy-ethoxy)-benzo[de]isoquinoline-1,3-dione. The hydrogenation of 2-benzyloxy-5-(2-acetoxy-ethoxy)-benzo[de]isoquinoline-1,3-dione (1.2 g) in the presence of 10% Pd/C (0.8 g) in ethyl acetate afforded 0.5 g of the title com...